The task is: describe an organic reaction: reactants, conditions, products, and yield. This data is from the Open Reaction Database (ORD), a public repository of structured organic reaction records. Reactants: CO, CCOc1cc2cc(C(=O)O)cc(-c3ccnc(Cl)c3)c2cc1OCC, [Na+], C1CCOC1, [OH-]. Product: CCOc1cc2cc(CO)cc(-c3ccnc(Cl)c3)c2cc1OCC. Reaction SMILES: [CH3:27][OH:28].[Cl:1][c:2]1[n:3][cH:4][cH:5][c:6](-[c:8]2[cH:9][c:10]([C:24](=[O:25])[OH:26])[cH:11][c:12]3[cH:13][c:14]([O:21][CH2:22][CH3:23])[c:15]([O:18][CH2:19][CH3:20])[cH:16][c:17]23)[cH:7]1.[Na+:30].[O:31]1[CH2:32][CH2:33][CH2:34][CH2:35]1.[OH-:29]>>[Cl:1][c:2]1[n:3][cH:4][cH:5][c:6](-[c:8]2[cH:9][c:10]([CH2:24][OH:25])[cH:11][c:12]3[cH:13][c:14]([O:21][CH2:22][CH3:23])[c:15]([O:18][CH2:19][CH3:20])[cH:16][c:17]23)[cH:7]1.